From a dataset of the Open Reaction Database (ORD), a public repository of structured organic reaction records. describe an organic reaction: reactants, conditions, products, and yield Yields the product C=Cn1cc(C(=O)OCC)c(=O)c2c(C)c(F)c(F)c(F)c21. The reactants are CCOC(=O)c1cn(CCBr)c2c(F)c(F)c(F)c(C)c2c1=O, O=C([O-])[O-], [K+], [K+], CN(C)C=O. Reaction SMILES: [Br:1][CH2:2][CH2:3][n:4]1[cH:5][c:6]([C:19](=[O:20])[O:21][CH2:22][CH3:23])[c:7](=[O:18])[c:8]2[c:9]([CH3:17])[c:10]([F:16])[c:11]([F:15])[c:12]([F:14])[c:13]12.[C:24](=[O:25])([O-:26])[O-:27].[K+:28].[K+:29].[O:30]=[CH:31][N:32]([CH3:33])[CH3:34]>>[CH2:2]=[CH:3][n:4]1[cH:5][c:6]([C:19](=[O:20])[O:21][CH2:22][CH3:23])[c:7](=[O:18])[c:8]2[c:9]([CH3:17])[c:10]([F:16])[c:11]([F:15])[c:12]([F:14])[c:13]12. Starting materials: C(C1=CC=CC=C1)NC1CC2=C(CCC1)C=CC(=C2)[N+](=O)[O-] (N-benzyl-3-nitro-6,7,8,9-tetrahydro-5H-benzocyclohepten-6-amine), C(C)(=O)OC(C)=O (acetic anhydride), C(O)([O-])=O.[Na+] (sodium hydrogen carbonate). Run in C(=O)O (formic acid). Conditions: time 15 hour. Yields the product C(C1=CC=CC=C1)N(C1CC2=C(CCC1)C=CC(=C2)[N+](=O)[O-])C=O (N-benzyl-N-formyl-3-nitro-6,7,8,9-tetrahydro-5H-benzocyclohepten-6-amine). As a reaction SMILES: [CH2:1]([NH:8][CH:9]1[CH2:15][CH2:14][CH2:13][C:12]2[CH:16]=[CH:17][C:18]([N+:20]([O-:22])=[O:21])=[CH:19][C:11]=2[CH2:10]1)[C:2]1[CH:7]=[CH:6][CH:5]=[CH:4][CH:3]=1.[C:23](OC(=O)C)(=[O:25])C.C(=O)([O-])O.[Na+]>C(O)=O>[CH2:1]([N:8]([CH:23]=[O:25])[CH:9]1[CH2:15][CH2:14][CH2:13][C:12]2[CH:16]=[CH:17][C:18]([N+:20]([O-:22])=[O:21])=[CH:19][C:11]=2[CH2:10]1)[C:2]1[CH:7]=[CH:6][CH:5]=[CH:4][CH:3]=1 |f:2.3|. Procedure details: A mixture of N-benzyl-3-nitro-6,7,8,9-tetrahydro-5H-benzocyclohepten-6-amine (2.8 g), formic acid (8 ml) and acetic anhydride (16 ml) was stirred at ambient temperature for 15 hours. The reaction mixture was poured into an aqueous solution of sodium hydrogen carbonate, and extracted twice with ethyl acetate. The extract was dried over anhydrous sodium sulfate and concentrated in vacuo to give N-benzyl-N-formyl-3-nitro-6,7,8,9-tetrahydro-5H-benzocyclohepten-6-amine (2.71 g). Reactants: BrCc1ccccc1, O=c1[nH]c2ccc(F)cc2c(=O)o1, [H-], [Na+], CN(C)C=O, O. The product is O=c1oc(=O)n(Cc2ccccc2)c2ccc(F)cc12. As a reaction SMILES: [Br:16][CH2:17][c:18]1[cH:19][cH:20][cH:21][cH:22][cH:23]1.[F:1][c:2]1[cH:3][c:4]2[c:5]([nH:6][c:7](=[O:11])[o:8][c:9]2=[O:10])[cH:12][cH:13]1.[H-:15].[Na+:14].[O:25]=[CH:26][N:27]([CH3:28])[CH3:29].[OH2:24]>>[F:1][c:2]1[cH:3][c:4]2[c:5]([n:6]([CH2:17][c:18]3[cH:19][cH:20][cH:21][cH:22][cH:23]3)[c:7](=[O:11])[o:8][c:9]2=[O:10])[cH:12][cH:13]1. The reactants are B, CCOC(C)=O, Cl, [Na+], C1CCOC1, C1CCOC1, [OH-], O, CCN(CC)C(=O)COCCc1cccc2ccsc12. The product is CCN(CC)CCOCCc1cccc2ccsc12. As a reaction SMILES: [BH3:26].[CH3:35][CH2:36][O:37][C:38](=[O:39])[CH3:40].[ClH:27].[Na+:29].[O:21]1[CH2:22][CH2:23][CH2:24][CH2:25]1.[O:30]1[CH2:31][CH2:32][CH2:33][CH2:34]1.[OH-:28].[OH2:41].[s:1]1[c:2]2[c:3]([cH:4][cH:5]1)[cH:6][cH:7][cH:8][c:9]2[CH2:10][CH2:11][O:12][CH2:13][C:14](=[O:15])[N:16]([CH2:17][CH3:18])[CH2:19][CH3:20]>>[s:1]1[c:2]2[c:3]([cH:4][cH:5]1)[cH:6][cH:7][cH:8][c:9]2[CH2:10][CH2:11][O:12][CH2:13][CH2:14][N:16]([CH2:17][CH3:18])[CH2:19][CH3:20].